This data is from the Open Reaction Database (ORD), a public repository of structured organic reaction records. The task is: describe an organic reaction: reactants, conditions, products, and yield Starting materials: CCOC(=O)Cc1cc(C)c(C(=O)c2ccc(C)cc2)n1C, Cl, [Na+], [OH-], O. The product is Cc1ccc(C(=O)c2c(C)cc(CC(=O)O)n2C)cc1. As a reaction SMILES: [CH3:1][n:2]1[c:3]([CH2:17][C:18](=[O:19])[O:20][CH2:21][CH3:22])[cH:4][c:5]([CH3:16])[c:6]1[C:7](=[O:8])[c:9]1[cH:10][cH:11][c:12]([CH3:15])[cH:13][cH:14]1.[ClH:25].[Na+:24].[OH-:23].[OH2:26]>>[CH3:1][n:2]1[c:3]([CH2:17][C:18](=[O:19])[OH:20])[cH:4][c:5]([CH3:16])[c:6]1[C:7](=[O:8])[c:9]1[cH:10][cH:11][c:12]([CH3:15])[cH:13][cH:14]1. Reactants: solution, ClCCCN1N=C2N=C(C(=C(C2=C1)C1=CC=C(C=C1)F)C1=CC=NC=C1)C1=CC=C(C=C1)F (2-(3-chloropropyl)-4,6-bis(4-fluorophenyl)-5-(4-pyridyl)pyrazolo[3,4-b]pyridine), solution, C(C)#N (acetonitrile). Solvent: CCO (EtOH), CN (methylamine), CN (methylamine), CCO (EtOH). Reaction conditions: temperature 60 celsius. Product: CNCCCN1N=C2N=C(C(=C(C2=C1)C1=CC=C(C=C1)F)C1=CC=NC=C1)C1=CC=C(C=C1)F (N-Methyl-[[4,6-bis(4-Fluorophenyl)-5-(4-pyridyl)pyrazolo[3,4-b]pyridin-2-yl]propyl]amine). The yield is 29.0%. Reaction SMILES: Cl[CH2:2][CH2:3][CH2:4][N:5]1[CH:13]=[C:12]2[C:7]([N:8]=[C:9]([C:27]3[CH:32]=[CH:31][C:30]([F:33])=[CH:29][CH:28]=3)[C:10]([C:21]3[CH:26]=[CH:25][N:24]=[CH:23][CH:22]=3)=[C:11]2[C:14]2[CH:19]=[CH:18][C:17]([F:20])=[CH:16][CH:15]=2)=[N:6]1.[C:34](#[N:36])C>CN.CCO>[CH3:34][NH:36][CH2:2][CH2:3][CH2:4][N:5]1[CH:13]=[C:12]2[C:7]([N:8]=[C:9]([C:27]3[CH:32]=[CH:31][C:30]([F:33])=[CH:29][CH:28]=3)[C:10]([C:21]3[CH:26]=[CH:25][N:24]=[CH:23][CH:22]=3)=[C:11]2[C:14]2[CH:19]=[CH:18][C:17]([F:20])=[CH:16][CH:15]=2)=[N:6]1. Procedure: To a solution of 2-(3-chloropropyl)-4,6-bis(4-fluorophenyl)-5-(4-pyridyl)pyrazolo[3,4-b]pyridine (0.07 g, 0.1 mmol, obtained in example 16) in acetonitrile (0.3 mL), methylamine (1.8 mL of a 33% solution in EtOH, 14.6 mmol) was added under argon atmosphere. This was heated to 60° C. for 3 days, adding methylamine (0.9 mL and 3.6 mL of a 33% solution in EtOH) after 24 and 48 h respectively. The organic phase was dried over Na2SO4 and concentrated to dryness. The crude product obtained was purifie...